This data is from the Open Reaction Database (ORD), a public repository of structured organic reaction records. The task is: describe an organic reaction: reactants, conditions, products, and yield Reactants: O=C(CC(=O)OC)CC(=O)OC (dimethyl 3-oxopentanedioate), ClC=1C=C(C=CC1Cl)[N+]#N (3,4-dichlorobenzenediazonium), C(C)(=O)[O-].[Na+] (sodium acetate). Solvent: C(C)O (ethanol), O (water). Run at time 1 hour. Product: ClC=1C=C(C=CC1Cl)N\N=C(\C(=O)OC)/C(CC(=O)OC)=O ((E)-dimethyl 2-(2-(3,4-dichlorophenyl)hydrazono)-3-oxopentanedioate). The yield is 97.6%. Reaction SMILES: [O:1]=[C:2]([CH2:8][C:9]([O:11][CH3:12])=[O:10])[CH2:3][C:4]([O:6][CH3:7])=[O:5].C([O-])(=O)C.[Na+].[Cl:18][C:19]1[CH:20]=[C:21]([N+:26]#[N:27])[CH:22]=[CH:23][C:24]=1[Cl:25]>C(O)C.O>[Cl:18][C:19]1[CH:20]=[C:21]([NH:26]/[N:27]=[C:8](\[C:2](=[O:1])[CH2:3][C:4]([O:6][CH3:7])=[O:5])/[C:9]([O:11][CH3:12])=[O:10])[CH:22]=[CH:23][C:24]=1[Cl:25] |f:1.2|. Procedure details: To a mixture of dimethyl 3-oxopentanedioate (3.48 g, 20 mmol) in ethanol (12 mL) and water (40 mL) at room temperature was added sodium acetate (12.0 g, 146 mmol), and was followed by the addition of 3,4-dichlorobenzenediazonium solution (20 mmol). The resulting reaction mixture was stirred at room temperature for 1 h. The product was collected by filtration, then washed with water (˜50 mL) and dried overnight under reduced pressure to yield 6.776 g (93%) of (E)-dimethyl 2-(2-(3,4-dichlorophenyl...